From a dataset of the Open Reaction Database (ORD), a public repository of structured organic reaction records. describe an organic reaction: reactants, conditions, products, and yield Starting materials: C(C=CC1=CC=CC=C1)(=O)N (cinnamamide), ClCC(=O)CCl (1,3-dichloroacetone), C([O-])([O-])=O.[K+].[K+] (potassium carbonate). Solvent: O (water). Conditions: temperature 130 celsius, time 1 hour. The product is ClCC=1N=C(OC1)\C=C\C1=CC=CC=C1 (4-chloromethyl-2-[(E)-2-phenylethenyl]oxazole). The yield is 46.7%. Reaction SMILES: [C:1]([NH2:11])(=[O:10])[CH:2]=[CH:3][C:4]1[CH:9]=[CH:8][CH:7]=[CH:6][CH:5]=1.[Cl:12][CH2:13][C:14]([CH2:16]Cl)=O.C(=O)([O-])[O-].[K+].[K+]>O>[Cl:12][CH2:13][C:14]1[N:11]=[C:1](/[CH:2]=[CH:3]/[C:4]2[CH:5]=[CH:6][CH:7]=[CH:8][CH:9]=2)[O:10][CH:16]=1 |f:2.3.4|. Reported procedure: A mixture of cinnamamide (25.3 g) and 1,3-dichloroacetone (20.9 g) was stirred for one hour at 130° C. The reaction mixture was diluted with water, neutralized with potassium carbonate, and extracted with ethyl acetate. The ethyl acetate layer was washed with water, dried (MgSO4), and concentrated under reduced pressure. The residue was subjected to a silica gel column chromatography. From the fraction eluted with diethyl ether-hexane, 4-chloromethyl-2-[(E)-2-phenylethenyl]oxazole (16.9 g, 47%) ...